From a dataset of the Open Reaction Database (ORD), a public repository of structured organic reaction records. describe an organic reaction: reactants, conditions, products, and yield Reactants: C(C1=CC=CC=C1)=O (benzaldehyde), IC1=CC=C(C=C1)C(C)=O (p-iodoacetophenone). The product is IC1=CC=C(C=C1)C(C=CC1=CC=CC=C1)=O (1-(4-iodophenyl)-3-phenylprop-2-en-1-one). Reaction SMILES: [CH:1](=O)[C:2]1[CH:7]=[CH:6][CH:5]=[CH:4][CH:3]=1.[I:9][C:10]1[CH:15]=[CH:14][C:13]([C:16](=[O:18])[CH3:17])=[CH:12][CH:11]=1>>[I:9][C:10]1[CH:15]=[CH:14][C:13]([C:16](=[O:18])[CH:17]=[CH:1][C:2]2[CH:7]=[CH:6][CH:5]=[CH:4][CH:3]=2)=[CH:12][CH:11]=1. Procedure: By a procedure similar to that of example 1.59.1, starting from benzaldehyde and p-iodoacetophenone, 1-(4-iodophenyl)-3-phenylprop-2-en-1-one was obtained as beige coloured solid.